This data is from the Open Reaction Database (ORD), a public repository of structured organic reaction records. The task is: describe an organic reaction: reactants, conditions, products, and yield Starting materials: CCOC(=O)CNc1cc(F)c(Cl)cc1[N+](=O)[O-], c1ccncc1, c1c[nH]cn1. The product is CCOC(=O)CNc1cc(-n2ccnc2)c(Cl)cc1[N+](=O)[O-]. As a reaction SMILES: [CH2:1]([CH3:2])[O:3][C:4]([CH2:5][NH:6][c:7]1[c:8]([N+:15](=[O:16])[O-:17])[cH:9][c:10]([Cl:14])[c:11]([F:13])[cH:12]1)=[O:18].[cH:24]1[cH:25][cH:26][n:27][cH:28][cH:29]1.[nH:19]1[cH:20][n:21][cH:22][cH:23]1>>[CH2:1]([CH3:2])[O:3][C:4]([CH2:5][NH:6][c:7]1[c:8]([N+:15](=[O:16])[O-:17])[cH:9][c:10]([Cl:14])[c:11](-[n:19]2[cH:20][n:21][cH:22][cH:23]2)[cH:12]1)=[O:18]. Starting materials: BrC1=CC=CC=C1 (bromobenzene), O1C(CCCC1)OCCC(C(=O)C1=CC=CC=C1)C1=CC=CC=C1 (4-[(tetrahydropyran-2-yl)oxy]-1,2-diphenylbutan-1-one), [Mg] (magnesium), [Cl-].[NH4+] (ammonium chloride). Run in O1CCCC1 (tetrahydrofuran), O1CCCC1 (tetrahydrofuran), O1CCCC1 (tetrahydrofuran). Product: O1C(CCCC1)OCCC(C(O)(C1=CC=CC=C1)C1=CC=CC=C1)C1=CC=CC=C1 (4-[(tetrahydropyran-2-yl)oxy]-1,1,2-triphenylbutan-1-ol). As a reaction SMILES: [Mg].Br[C:3]1[CH:8]=[CH:7][CH:6]=[CH:5][CH:4]=1.[O:9]1[CH2:14][CH2:13][CH2:12][CH2:11][CH:10]1[O:15][CH2:16][CH2:17][CH:18]([C:27]1[CH:32]=[CH:31][CH:30]=[CH:29][CH:28]=1)[C:19]([C:21]1[CH:26]=[CH:25][CH:24]=[CH:23][CH:22]=1)=[O:20].[Cl-].[NH4+]>O1CCCC1>[O:9]1[CH2:14][CH2:13][CH2:12][CH2:11][CH:10]1[O:15][CH2:16][CH2:17][CH:18]([C:27]1[CH:32]=[CH:31][CH:30]=[CH:29][CH:28]=1)[C:19]([C:21]1[CH:22]=[CH:23][CH:24]=[CH:25][CH:26]=1)([C:3]1[CH:8]=[CH:7][CH:6]=[CH:5][CH:4]=1)[OH:20] |f:3.4|. Procedure: First a Grignard complex is prepared under dry conditions by allowing 3.6 g of magnesium turnings in 25 ml of dry tetrahydrofuran to react with 23.6 g of bromobenzene in 50 ml of dry tetrahydrofuran. Then the evaporation residue obtained in step (a) in 75 ml of dry tetrahydrofuran is added. The reaction mixture is refluxed for 2 h. The cooled mixture is poured into a saturated solution of ammonium chloride. After shaking, the organic layer is separated. The extraction is repeated with ether. The...